Dataset: the Open Reaction Database (ORD), a public repository of structured organic reaction records. Task: describe an organic reaction: reactants, conditions, products, and yield The reactants are Cc1ncc(C(=O)C=CN(C)C)n1C1CCC1, COCCO, Cc1ncc(-c2ccnc(Nc3ccc(N4CCN(S(C)(=O)=O)CC4)cc3)n2)n1C(C)C. The product is Cc1ncc(-c2ccnc(Nc3ccc(N4CCN(S(C)(=O)=O)CC4)cc3)n2)n1C1CCC1. RXN SMILES: [CH3:1][N:2]([CH3:3])[CH:4]=[CH:5][C:6]([c:7]1[n:8]([CH:9]2[CH2:10][CH2:11][CH2:12]2)[c:13]([CH3:14])[n:15][cH:16]1)=[O:17].[CH3:50][O:51][CH2:52][CH2:53][OH:54].[S:18](=[O:19])(=[O:20])([CH3:21])[N:22]1[CH2:23][CH2:24][N:25]([c:28]2[cH:29][cH:30][c:31]([NH:32][c:33]3[n:34][cH:35][cH:36][c:37](-[c:39]4[cH:40][n:41][c:42]([CH3:47])[n:43]4[CH:44]([CH3:45])[CH3:46])[n:38]3)[cH:48][cH:49]2)[CH2:26][CH2:27]1>>[CH2:1]1[CH2:45][CH:44]([n:43]2[c:39](-[c:37]3[cH:36][cH:35][n:34][c:33]([NH:32][c:31]4[cH:30][cH:29][c:28]([N:25]5[CH2:24][CH2:23][N:22]([S:18](=[O:19])(=[O:20])[CH3:21])[CH2:27][CH2:26]5)[cH:49][cH:48]4)[n:38]3)[cH:40][n:41][c:42]2[CH3:47])[CH2:46]1. Product: COC(=O)c1ccc(-c2ccccc2)cc1Cl. RXN SMILES: [Br:21][c:22]1[cH:23][cH:24][cH:25][cH:26][cH:27]1.[C:28](=[O:29])([O-:30])[O-:31].[CH2:40]([CH2:41][O:42][CH3:43])[O:44][CH3:45].[CH3:34][CH2:35][O:36][C:37](=[O:38])[CH3:39].[Cl:1][c:2]1[c:3]([C:4](=[O:5])[O:6][CH3:7])[cH:8][cH:9][c:10]([B:12]2[O:13][C:14]([CH3:15])([CH3:16])[C:17]([CH3:18])([CH3:19])[O:20]2)[cH:11]1.[K+:32].[K+:33].[OH2:46]>>[Cl:1][c:2]1[c:3]([C:4](=[O:5])[O:6][CH3:7])[cH:8][cH:9][c:10](-[c:22]2[cH:23][cH:24][cH:25][cH:26][cH:27]2)[cH:11]1. Starting materials: Brc1ccccc1, O=C([O-])[O-], COCCOC, CCOC(C)=O, COC(=O)c1ccc(B2OC(C)(C)C(C)(C)O2)cc1Cl, [K+], [K+], O. Reactants: N#Cc1ccc2cc(O)ccc2c1, O=C([O-])[O-], CN(C)C=O, CC(C)(C)OC(=O)c1cc([N+](=O)[O-])ccc1F, [K+], [K+], O. Yields the product CC(C)(C)OC(=O)c1cc([N+](=O)[O-])ccc1Oc1ccc2cc(C#N)ccc2c1. As a reaction SMILES: [C:18](#[N:19])[c:20]1[cH:21][c:22]2[cH:23][cH:24][c:25]([OH:30])[cH:26][c:27]2[cH:28][cH:29]1.[C:31](=[O:32])([O-:33])[O-:34].[CH3:38][N:39]([CH3:40])[CH:41]=[O:42].[F:1][c:2]1[c:3]([C:4](=[O:5])[O:6][C:7]([CH3:8])([CH3:9])[CH3:10])[cH:11][c:12]([N+:15](=[O:16])[O-:17])[cH:13][cH:14]1.[K+:35].[K+:36].[OH2:37]>>[c:2]1([O:30][c:25]2[cH:24][cH:23][c:22]3[cH:21][c:20]([C:18]#[N:19])[cH:29][cH:28][c:27]3[cH:26]2)[c:3]([C:4](=[O:5])[O:6][C:7]([CH3:8])([CH3:9])[CH3:10])[cH:11][c:12]([N+:15](=[O:16])[O-:17])[cH:13][cH:14]1.